From a dataset of the Open Reaction Database (ORD), a public repository of structured organic reaction records. describe an organic reaction: reactants, conditions, products, and yield The reactants are BrBr (bromine), CC=1C=CC2=C(C(C3=C(OC2)C=CC=C3)=O)C1 (9-Methyl-6,11-dihydro-11-oxodibenz[b,e]oxepin), ice water. Reagents/catalysts: [W] (Tungsten). The solvent is BrCCBr (1,2-dibromoethane), BrCCBr (1,2-dibromoethane). Yields the product BrCC=1C=CC2=C(C(C3=C(OC2)C=CC=C3)=O)C1 (9-Bromomethyl-6,11-dihydro-11-oxodibenz[b,e]oxepin). As a reaction SMILES: [CH3:1][C:2]1[CH:3]=[CH:4][C:5]2[CH2:11][O:10][C:9]3[CH:12]=[CH:13][CH:14]=[CH:15][C:8]=3[C:7](=[O:16])[C:6]=2[CH:17]=1.[Br:18]Br>BrCCBr.[W]>[Br:18][CH2:1][C:2]1[CH:3]=[CH:4][C:5]2[CH2:11][O:10][C:9]3[CH:12]=[CH:13][CH:14]=[CH:15][C:8]=3[C:7](=[O:16])[C:6]=2[CH:17]=1. Procedure: To a stirred and irradiated (Tungsten lamp) solution of 2.0 gm of the 9-methyl compound of Step B in 5 ml of 1,2-dibromoethane, add a solution of 1.7 gm of bromine in 5 ml of 1,2-dibromoethane dropwise over a period of 1 hour at 150° C. Cool the reaction mixture, pour into ice water and extract with water and dry over sodium sulfate. Concentrate to dryness and crystallize the residue from isopropyl ether to obtain the title product. Starting materials: Cl.ClCCCN (3-chloropropylamine-hydrochloride), C1(=CC=CC=C1)C (toluene), ClC1=CC2=C(OC3=C(C4=C(SC=C24)CO)C=CC=C3)C=C1 ((5-Chloro-8-oxa-2-thia-dibenzo[e,h]azulene-1-yl)-methanol). The reagents and catalysts are [Cl-].C(C1=CC=CC=C1)[N+](CC)(CC)CC (benzyltriethylammonium chloride). The solvent is [OH-].[Na+] (sodium hydroxide), O (water). The product is ClC1=CC2=C(OC3=C(C4=C(SC=C24)COCCCN)C=CC=C3)C=C1 (3-(5-Chloro-8-oxa-2-thia-dibenzo[e,h]azulene-1-ylmethoxy)-propylamine). As a reaction SMILES: Cl.Cl[CH2:3][CH2:4][CH2:5][NH2:6].C1(C)C=CC=CC=1.[Cl:14][C:15]1[CH:34]=[CH:33][C:18]2[O:19][C:20]3[CH:32]=[CH:31][CH:30]=[CH:29][C:21]=3[C:22]3[C:26]([C:17]=2[CH:16]=1)=[CH:25][S:24][C:23]=3[CH2:27][OH:28]>[OH-].[Na+].[Cl-].C([N+](CC)(CC)CC)C1C=CC=CC=1.O>[Cl:14][C:15]1[CH:34]=[CH:33][C:18]2[O:19][C:20]3[CH:32]=[CH:31][CH:30]=[CH:29][C:21]=3[C:22]3[C:26]([C:17]=2[CH:16]=1)=[CH:25][S:24][C:23]=3[CH2:27][O:28][CH2:3][CH2:4][CH2:5][NH2:6] |f:0.1,4.5,6.7|. Procedure: To a solution of 3-chloropropylamine-hydrochloride (2.2 mmoles) in 50% sodium hydroxide (3 ml), benzyltriethylammonium chloride (0.3 mmole) and toluene solution of the alcohol 13 (0.22 mmole) were added. The reaction mixture was heated under vigorous stirring and refluxing for 5 hours. Then it was cooled to room temperature, diluted with water and extracted with dichloromethane. After purification by column chromatography an oily product was isolated.